This data is from the Open Reaction Database (ORD), a public repository of structured organic reaction records. The task is: describe an organic reaction: reactants, conditions, products, and yield The product is C(#N)CC1(CC1)N(C(OC(C)(C)C)=O)C (tert-Butyl 1-(cyanomethyl)cyclopropyl(methyl)carbamate). Reactants: C([O-])([O-])=O.[Na+].[Na+] (sodium carbonate), BrCC1(CC1)N(C(OC(C)(C)C)=O)C (tert-Butyl 1-(bromomethyl)cyclopropyl(methyl)carbamate), [C-]#N.[K+] (potassium cyanide), [I-].[K+] (potassium iodide). As a reaction SMILES: Br[CH2:2][C:3]1([N:6]([CH3:14])[C:7](=[O:13])[O:8][C:9]([CH3:12])([CH3:11])[CH3:10])[CH2:5][CH2:4]1.[C-:15]#[N:16].[K+].[I-].[K+].C(=O)([O-])[O-].[Na+].[Na+]>CS(C)=O.O>[C:15]([CH2:2][C:3]1([N:6]([CH3:14])[C:7](=[O:13])[O:8][C:9]([CH3:12])([CH3:11])[CH3:10])[CH2:5][CH2:4]1)#[N:16] |f:1.2,3.4,5.6.7|. Solvent: O (water), CS(=O)C (dimethyl sulphoxide). Reported procedure: A mixture containing 26.4 g of the product of Step 1, 26 g of potassium cyanide and 2.6 g of potassium iodide in 264 ml of dimethyl sulphoxide is stirred at 70° C. for 20 hours. The mixture is cooled and 400 ml of 10% sodium carbonate in water are added. After extraction with ether and customary treatment, evaporation of the residue under reduced pressure allows the expected product to be isolated. Conditions: temperature 70 celsius, time 20 hour.